Task: describe an organic reaction: reactants, conditions, products, and yield. Dataset: the Open Reaction Database (ORD), a public repository of structured organic reaction records The reactants are solution, CNC (dimethylamine), C(C1=CC=CC=C1)N1C(=NC=2N(C(N3C(C12)=N[C@@H](C3)CC3=CC=CC=C3)=O)CCC)CCl ((R)-1,8-Dibenzyl-2-chloromethyl-7,8-dihydro-4-(n-propyl)-1H-imidazo[2,1-i]purin-5(4H)-one). The solvent is O1CCCC1 (tetrahydrofuran), O1CCCC1 (tetrahydrofuran). Run at temperature 70 celsius. Yields the product C(C1=CC=CC=C1)[C@H]1N=C2C=3NC(=NC3N(C(N2C1)=O)CCC)CN(C)C ((R)-8-Benzyl-2-dimethylaminomethyl-7,8-dihydro-4-(n-propyl)-1H-imidazo[2,1-i]purin-5(4H)-one). Yield: 14.3%. As a reaction SMILES: C([N:8]1[C:16]2[C:15]3=[N:17][C@H:18]([CH2:20][C:21]4[CH:26]=[CH:25][CH:24]=[CH:23][CH:22]=4)[CH2:19][N:14]3[C:13](=[O:27])[N:12]([CH2:28][CH2:29][CH3:30])[C:11]=2[N:10]=[C:9]1[CH2:31]Cl)C1C=CC=CC=1.[CH3:33][NH:34][CH3:35]>O1CCCC1>[CH2:20]([C@@H:18]1[CH2:19][N:14]2[C:15]([C:16]3[NH:8][C:9]([CH2:31][N:34]([CH3:35])[CH3:33])=[N:10][C:11]=3[N:12]([CH2:28][CH2:29][CH3:30])[C:13]2=[O:27])=[N:17]1)[C:21]1[CH:22]=[CH:23][CH:24]=[CH:25][CH:26]=1. Reported procedure: Compound 42 (60 mg, 0.134 mmol) obtained in Example 42 was dissolved in tetrahydrofuran (3 mL), to the solution was added a 2 mol/L solution of dimethylamine (200 μL, 0.401 mmol, 3.1 equivalents) in tetrahydrofuran, and the mixture was stirred with heating at 70° C. for 5.5 hours. The reaction solution was concentrated and then directly purified by silica gel column chromatography (chloroform:methanol=99:1 to 97:3), and the title compound (7 mg, 19%) was obtained in a manner similar to the metho...